Task: describe an organic reaction: reactants, conditions, products, and yield. Dataset: the Open Reaction Database (ORD), a public repository of structured organic reaction records Reactants: O (water), ClC1=NC=NC(=N1)Cl (2,4-dichloro-1,3,5-triazine), C(C1=CC=CC=C1)C=1C=NC(=NC1)N1CCNCC1 (5-benzyl-2-(piperazin-1-yl)pyrimidine), CCN(C(C)C)C(C)C (Hunig's base), O1CCOCC1 (1,4-dioxane). Yields the product CC1(OCC(O1)N1N=CC(=C1)N)C (1-(2,2-dimethyl-1,3-dioxolan-4-yl)-1H-pyrazol-4-amine). As a reaction SMILES: Cl[C:2]1[N:7]=[C:6](Cl)N=CN=1.C(C1C=NC([N:22]2[CH2:27][CH2:26][NH:25]CC2)=NC=1)C1C=CC=CC=1.CCN(C(C)C)[CH:31]([CH3:33])[CH3:32].[OH2:37].[O:38]1CCOC[CH2:39]1>>[CH3:32][C:31]1([CH3:33])[O:37][CH:2]([N:7]2[CH:6]=[C:26]([NH2:25])[CH:27]=[N:22]2)[CH2:39][O:38]1. Procedure: A solution of 2,4-dichloro-1,3,5-triazine (315 mg, 2.1 mmol), 5-benzyl-2-(piperazin-1-yl)pyrimidine (510 mg, 2.0 mmol) and Hunig's base (540 mg, 4.2 mmol) in 1,4-dioxane (6 mL) was stirred at 60° C. for 1 h. LCMS showed the reaction was completed. The reaction mixture was cooled to RT, diluted by water (60 mL), and extracted with ethyl acetate (40 mL×3). The organic layers were combined, washed with water and brine, dried over sodium sulfate, filtered and concentrated to give 1-(2,2-dimethyl-1,3...